Dataset: the Open Reaction Database (ORD), a public repository of structured organic reaction records. Task: describe an organic reaction: reactants, conditions, products, and yield The reactants are Cc1ccc(N=C=O)cc1Cl, ClCCl, c1ccc2[nH]c(C3CCCNC3)nc2c1. Product: Cc1ccc(NC(=O)N2CCCC(c3nc4ccccc4[nH]3)C2)cc1Cl. As a reaction SMILES: [Cl:16][c:17]1[c:18]([CH3:26])[cH:19][cH:20][c:21]([N:23]=[C:24]=[O:25])[cH:22]1.[Cl:27][CH2:28][Cl:29].[NH:1]1[CH2:2][CH:3]([c:7]2[n:8][c:9]3[c:10]([nH:11]2)[cH:12][cH:13][cH:14][cH:15]3)[CH2:4][CH2:5][CH2:6]1>>[N:1]1([C:24]([NH:23][c:21]2[cH:20][cH:19][c:18]([CH3:26])[c:17]([Cl:16])[cH:22]2)=[O:25])[CH2:2][CH:3]([c:7]2[n:8][c:9]3[c:10]([nH:11]2)[cH:12][cH:13][cH:14][cH:15]3)[CH2:4][CH2:5][CH2:6]1. Procedure details: A mixture of 3,4-dihydroxy-5-nitrobenzaldehyde (5 g, 27.3 mmol), hydroxylamine hydrochloride (2.467 g, 35.5 mmol), tosic acid (0.779 g, 4.10 mmol) and magnesium sulfate (26.3 g, 218 mmol) in toluene (25 ml) was heated at reflux for 6 hours. The reaction mixture was cooled to room temperature, the reaction mixture was partitioned between ethyl acetate and water. The layers were separated and aqueous layer was extracted with ethyl acetate two more times. The combined organic layers were washed wit... Solvent: C1(=CC=CC=C1)C (toluene). Isolated yield 75.6%. Product: ClC1=C(C=C(C#N)C=C1[N+](=O)[O-])O (4-chloro-3-hydroxy-5-nitrobenzonitrile). Starting materials: OC=1C=C(C=O)C=C(C1O)[N+](=O)[O-] (3,4-dihydroxy-5-nitrobenzaldehyde), Cl.NO (hydroxylamine hydrochloride), CC1=CC=C(C=C1)S(=O)(=O)O (tosic acid), S(=O)(=O)([O-])[O-].[Mg+2] (magnesium sulfate). As a reaction SMILES: [OH:1][C:2]1[CH:3]=[C:4]([CH:7]=[C:8]([N+:11]([O-:13])=[O:12])[C:9]=1O)[CH:5]=O.[ClH:14].[NH2:15]O.CC1C=CC(S(O)(=O)=O)=CC=1.S([O-])([O-])(=O)=O.[Mg+2]>C1(C)C=CC=CC=1>[Cl:14][C:9]1[C:8]([N+:11]([O-:13])=[O:12])=[CH:7][C:4]([C:5]#[N:15])=[CH:3][C:2]=1[OH:1] |f:1.2,4.5|. Starting materials: CN1C=NC(=C1)C1=NC=CC(=C1)C#N (2-(1-methyl-1H-imidazol-4-yl)pyridine-4-carbonitrile), [OH-].[Na+] (NaOH), CCO (EtOH). Run at temperature 90 celsius, time 2 hour. Yields the product CN1C=NC(=C1)C1=NC=CC(=C1)C(=O)O (2-(1-methyl-1H-imidazol-4-yl)pyridine-4-carboxylic acid). Yield: 40.0%. As a reaction SMILES: [CH3:1][N:2]1[CH:6]=[C:5]([C:7]2[CH:12]=C(C#N)[CH:10]=[CH:9][N:8]=2)[N:4]=[CH:3]1.[OH-:15].[Na+].[CH3:17][CH2:18][OH:19]>>[CH3:1][N:2]1[CH:6]=[C:5]([C:7]2[CH:12]=[C:17]([C:18]([OH:15])=[O:19])[CH:10]=[CH:9][N:8]=2)[N:4]=[CH:3]1 |f:1.2|. Reported procedure: A solution of 2-(1-methyl-1H-imidazol-4-yl)pyridine-4-carbonitrile (50 mg, 0.3 mmol) in EtOH (2 mL) was treated with 10N NaOH (0.5 ml) and stirred at 90° C. for 2 hrs. The reaction mixture was purified by prep-HPLC to afford the title compound (22 mg, 40%) as light pink solid. 1H NMR (400 MHz, DMSO-d6): δ 3.72 (3H, s), 7.57 (1H, d, J=5 Hz), 7.72 (1H, s), 7.76 (1H, s), 8.28 (1H, s), 8.63 (1H, d, J=4.9 Hz). [M+H] Calc'd for C10H9N3O2, 204. Found, 204. Reactants: C(C(C)(C)C)N (Neopentylamine), ClCCN=C=O (2-Chloroethyl isocyanate). Run in C(C)OCC (diethyl ether), CCOCC (ether). Conditions: temperature 5 celsius. The product is C(C(C)(C)C)NC(=O)NCCCl (1-Neopentyl-3-(2-Chloroethyl) Urea). As a reaction SMILES: [CH2:1]([NH2:6])[C:2]([CH3:5])([CH3:4])[CH3:3].[Cl:7][CH2:8][CH2:9][N:10]=[C:11]=[O:12]>C(OCC)C>[CH2:1]([NH:6][C:11]([NH:10][CH2:9][CH2:8][Cl:7])=[O:12])[C:2]([CH3:5])([CH3:4])[CH3:3]. Procedure details: Neopentylamine (8.7 g, 0.1 mol) was dissolved in 50 ml of anhydrous diethyl ether and cooled to 5° C. 2-Chloroethyl isocyanate (10.5 g, 0.1 mol) dissolved in an additional 50 ml of ether was added over 30 minutes while maintaining a temperature of less than 10° C. Stirring continued for an additional hour, and the cold mixture was filtered and washed with chilled ether. The compound was dried in a desiccator over sodium hydroxide overnight giving 15.4 g (80%) as a white powder, MP (melting point...